From a dataset of the Open Reaction Database (ORD), a public repository of structured organic reaction records. describe an organic reaction: reactants, conditions, products, and yield Reactants: C(C)SC(C(=O)CC(=O)OCC)(C)C (Ethyl (2-Ethylthio-2-methylpropionyl)-acetate), ClC1=C(N)C=C(C=C1)NC(C(CC)OC1=C(C=C(C=C1)C(C)(C)CC)C(C)(C)CC)=O (2-chloro-5-[2-(2,4-di-tert-amylphenoxy)butyramido]aniline). Product: ClC1=C(NC(CC(C(C)(C)SCC)=O)=O)C=C(C=C1)NC(C(CC)OC1=C(C=C(C=C1)C(C)(C)CC)C(C)(C)CC)=O (2'-Chloro-5'-[2-(2,4-di-tert-amylphenoxy)butyramido]-(2-ethylthio-2-methylpropionyl)acetanilide). The yield is 83.0%. RXN SMILES: [CH2:1]([S:3][C:4]([CH3:14])([CH3:13])[C:5]([CH2:7][C:8]([O:10]CC)=O)=[O:6])[CH3:2].[Cl:15][C:16]1[CH:22]=[CH:21][C:20]([NH:23][C:24](=[O:45])[CH:25]([O:28][C:29]2[CH:34]=[CH:33][C:32]([C:35]([CH2:38][CH3:39])([CH3:37])[CH3:36])=[CH:31][C:30]=2[C:40]([CH2:43][CH3:44])([CH3:42])[CH3:41])[CH2:26][CH3:27])=[CH:19][C:17]=1[NH2:18]>>[Cl:15][C:16]1[CH:22]=[CH:21][C:20]([NH:23][C:24](=[O:45])[CH:25]([O:28][C:29]2[CH:34]=[CH:33][C:32]([C:35]([CH2:38][CH3:39])([CH3:37])[CH3:36])=[CH:31][C:30]=2[C:40]([CH2:43][CH3:44])([CH3:42])[CH3:41])[CH2:26][CH3:27])=[CH:19][C:17]=1[NH:18][C:8](=[O:10])[CH2:7][C:5](=[O:6])[C:4]([S:3][CH2:1][CH3:2])([CH3:13])[CH3:14]. Reported procedure: A mixture of 21.8 g of ethyl (2-ethylthio-2-methylpropionyl)acetate obtained in Step 1 above and 44.5 g of 2-chloro-5-[2-(2,4-di-tert-amylphenoxy)butyramido]aniline was stirred in an oil bath at 150° C for 3 hours under a reduced pressure of 50 to 100 mmHg. The reaction mixture was recrystallized from ligroin to yield 51 g (yield 83%) of Coupler (1) having a melting point of 65° to 68° C. Starting materials: S1C=NC2=CC=C3NC(C(C3=C12)=O)=O (6H-1-Thia-3,6-diaza-as-indacen-7,8-dione), Cl.FC=1C=C(C=CC1)NN (3-fluorophenylhydrazine hydrochloride). Solvent: C(C)O (ethanol). Yields the product FC=1C=C(C=CC1)NN=C1C(NC2=CC=C3C(=C12)SC=N3)=O (6H-[1,3]Thiazolo[5,4-e]indole-7,8-dione 8-[N-(3-fluorophenyl)hydrazone]). Reaction conditions: temperature 70 celsius. The yield is 60.2%. As a reaction SMILES: [S:1]1[C:12]2[C:4](=[CH:5][CH:6]=[C:7]3[C:11]=2[C:10](=O)[C:9](=[O:14])[NH:8]3)[N:3]=[CH:2]1.Cl.[F:16][C:17]1[CH:18]=[C:19]([NH:23][NH2:24])[CH:20]=[CH:21][CH:22]=1>C(O)C>[F:16][C:17]1[CH:18]=[C:19]([NH:23][N:24]=[C:10]2[C:11]3[C:7](=[CH:6][CH:5]=[C:4]4[N:3]=[CH:2][S:1][C:12]4=3)[NH:8][C:9]2=[O:14])[CH:20]=[CH:21][CH:22]=1 |f:1.2|. Reported procedure: 6H-1-Thia-3,6-diaza-as-indacen-7,8-dione (Procedure A, 50 mg, 0.25 mmol) was combined with 3-fluorophenylhydrazine hydrochloride (50 mg, 0.3 mmol) in 2 ml of ethanol and heated at 70° C. for 6 hrs. The product was collected by filtration of the hot solution, washing with ethanol and diethyl ether, to give 47 mg (60%) of the title compound as a brown solid. 1H NMR (DMSO-d6): δ6.82 (t, J=8.7 Hz, 1H); 7.10 (d, J=8.6 Hz, 1H); 7.37 (m, 2H); 7.41 (dd, 1H); 7.97 (d, J=8.6 Hz, 1H); 9.25 (s, 1H); 11.2 (s... Reactants: N1C=CC2=C(C=CC=C12)C=1C=C(C2=CN(N=C2C1)C1OCCCC1)[N+](=O)[O-] (6-(1H-Indol-4-yl)-4-nitro-2-(tetrahydro-2H-pyran-2-yl)-2H-indazole), [H][H] (hydrogen). The reagents and catalysts are [Pd] (Pd/C). Run in C(C)OC(C)=O (ethylacetate). Yields the product N1C=CC2=C(C=CC=C12)C=1C=C(C2=CN(N=C2C1)C1OCCCC1)N (6-(1H-Indol-4-yl)-2-(tetrahydro-2H-pyran-2-yl)-2H-indazol-4-amine), solid. RXN SMILES: [NH:1]1[C:9]2[C:4](=[C:5]([C:10]3[CH:11]=[C:12]([N+:25]([O-])=O)[C:13]4[C:17]([CH:18]=3)=[N:16][N:15]([CH:19]3[CH2:24][CH2:23][CH2:22][CH2:21][O:20]3)[CH:14]=4)[CH:6]=[CH:7][CH:8]=2)[CH:3]=[CH:2]1.[H][H]>C(OC(=O)C)C.[Pd]>[NH:1]1[C:9]2[C:4](=[C:5]([C:10]3[CH:11]=[C:12]([NH2:25])[C:13]4[C:17]([CH:18]=3)=[N:16][N:15]([CH:19]3[CH2:24][CH2:23][CH2:22][CH2:21][O:20]3)[CH:14]=4)[CH:6]=[CH:7][CH:8]=2)[CH:3]=[CH:2]1. Procedure details: 6-(1H-Indol-4-yl)-4-nitro-2-(tetrahydro-2H-pyran-2-yl)-2H-indazole (714 mg, 1.97 mmol) was dissolved in ethylacetate (100 ml) and the compound was hydrogenated using the H-cube™ (available from THALESNano) using 10% Pd/C catalyst at 30° C. and under 30 bar pressure of hydrogen. Solvent was removed in vacuo. The title compound was isolated as an orange/brown solid (629 mg) which was used in subsequent reactions without further purification. Reactants: ClCCl, CC(C)(C)OC(=O)c1cc(-c2ccc(F)cc2F)cc(S(C)(=O)=O)c1, O=C(O)C(F)(F)F. Yields the product CS(=O)(=O)c1cc(C(=O)O)cc(-c2ccc(F)cc2F)c1. RXN SMILES: [Cl:33][CH2:34][Cl:35].[F:1][c:2]1[c:3](-[c:9]2[cH:10][c:11]([C:19](=[O:20])[O:21][C:22]([CH3:23])([CH3:24])[CH3:25])[cH:12][c:13]([S:15](=[O:16])(=[O:17])[CH3:18])[cH:14]2)[cH:4][cH:5][c:6]([F:8])[cH:7]1.[OH:26][C:27]([C:28]([F:29])([F:30])[F:31])=[O:32]>>[F:1][c:2]1[c:3](-[c:9]2[cH:10][c:11]([C:19](=[O:20])[OH:21])[cH:12][c:13]([S:15](=[O:16])(=[O:17])[CH3:18])[cH:14]2)[cH:4][cH:5][c:6]([F:8])[cH:7]1. The reactants are CON=C(C=O)c1ccccc1COc1cc(C)ccc1C, O, OCCO, Cc1ccc(S(=O)(=O)O)cc1, c1ccccc1. Product: CON=C(c1ccccc1COc1cc(C)ccc1C)C1OCCO1. Reaction SMILES: [CH3:17][c:18]1[c:19]([O:20][CH2:21][c:22]2[c:23]([C:28]([CH:29]=[O:30])=[N:31][O:32][CH3:33])[cH:24][cH:25][cH:26][cH:27]2)[cH:34][c:35]([CH3:38])[cH:36][cH:37]1.[OH2:5].[OH:1][CH2:2][CH2:3][OH:4].[c:6]1([CH3:7])[cH:8][cH:9][c:10]([S:11]([OH:12])(=[O:13])=[O:14])[cH:15][cH:16]1.[cH:39]1[cH:40][cH:41][cH:42][cH:43][cH:44]1>>[O:1]1[CH2:2][CH2:3][O:4][CH:29]1[C:28]([c:23]1[c:22]([CH2:21][O:20][c:19]2[c:18]([CH3:17])[cH:37][cH:36][c:35]([CH3:38])[cH:34]2)[cH:27][cH:26][cH:25][cH:24]1)=[N:31][O:32][CH3:33]. The reactants are C(=O)(OC)C=1C(=NC2=CC(=CC(=C2C1O)Cl)Cl)C(=O)Cl (3-Carbomethoxy-5,7-dichloro-4-hydroxyquinoline-2-carbonyl chloride), CC1=C(C=CC(=C1)C)NN (2,4-dimethylphenylhydrazine). Run in O1CCCC1 (tetrahydrofuran), O1CCCC1 (tetrahydrofuran). The product is ClC=1C=C(C=2C(C3=C(NC2C1)C(=NN(C3=O)C3=C(C=C(C=C3)C)C)O)=O)Cl (7,9-dichloro-2-(2,4-dimethylphenyl)-4-hydroxy-1,2,5,10-tetrahydropyridazino[4,5-b]quinoline-1,10-dione). As a reaction SMILES: [C:1]([C:5]1[C:6]([C:18](Cl)=[O:19])=[N:7][C:8]2[C:13]([C:14]=1[OH:15])=[C:12]([Cl:16])[CH:11]=[C:10]([Cl:17])[CH:9]=2)([O:3]C)=O.[CH3:21][C:22]1[CH:27]=[C:26]([CH3:28])[CH:25]=[CH:24][C:23]=1[NH:29][NH2:30]>O1CCCC1>[Cl:17][C:10]1[CH:11]=[C:12]([Cl:16])[C:13]2[C:14](=[O:15])[C:5]3[C:1](=[O:3])[N:29]([C:23]4[CH:24]=[CH:25][C:26]([CH3:28])=[CH:27][C:22]=4[CH3:21])[N:30]=[C:18]([OH:19])[C:6]=3[NH:7][C:8]=2[CH:9]=1. Reported procedure: 3-Carbomethoxy-5,7-dichloro-4-hydroxyquinoline-2-carbonyl chloride (3.65 g, 11.0 mM) was dissolved in tetrahydrofuran (274 mL) and added dropwise to a cooled (0° C.) solution of 2,4-dimethylphenylhydrazine (3.13 g, 23.0 mM) in tetrahydrofuran (172 mL) with stirring. A brown/red suspension slowly formed and the resulting mixture was stirred at 0° C. for 30 min. The reaction was quenched by adding cold water (223 mL) followed by 1N HCl (669 mL). The resulting mixture was stirred for 1 hr and then ... Starting materials: O=C1CCC(=O)N1Br, ClCCl, CS(=O)(=O)c1ccc(C(=CCC2CCCC2)C(=O)O)cc1, Nc1nccs1, c1ccc(P(c2ccccc2)c2ccccc2)cc1. Product: CS(=O)(=O)c1ccc(C(=CCC2CCCC2)C(=O)Nc2nccs2)cc1. Reaction SMILES: [Br:20][N:21]1[C:22](=[O:23])[CH2:24][CH2:25][C:26]1=[O:27].[CH2:55]([Cl:56])[Cl:57].[CH:28]1([CH2:33][CH:34]=[C:35]([C:36](=[O:37])[OH:38])[c:39]2[cH:40][cH:41][c:42]([S:45](=[O:46])(=[O:47])[CH3:48])[cH:43][cH:44]2)[CH2:29][CH2:30][CH2:31][CH2:32]1.[NH2:49][c:50]1[s:51][cH:52][cH:53][n:54]1.[c:1]1([P:2]([c:3]2[cH:4][cH:5][cH:6][cH:7][cH:8]2)[c:9]2[cH:10][cH:11][cH:12][cH:13][cH:14]2)[cH:15][cH:16][cH:17][cH:18][cH:19]1>>[CH:28]1([CH2:33][CH:34]=[C:35]([C:36](=[O:38])[NH:49][c:50]2[s:51][cH:52][cH:53][n:54]2)[c:39]2[cH:40][cH:41][c:42]([S:45](=[O:46])(=[O:47])[CH3:48])[cH:43][cH:44]2)[CH2:29][CH2:30][CH2:31][CH2:32]1. The reactants are [Si](C)(C)(C(C)(C)C)Cl (tert-butyldimethylsilyl chloride), [C@@H]1(C[C@H](O)[C@H](O1)CO)N1C(NC(N(C1)C)=O)=O (1-(2-deoxy-β-D-ribofuranosyl)-5,6-dihydro-5-methyl-s-triazine-2,4-(1H,3H)-dione), N1C=NC=C1 (imidazole), CN(C=O)C (dimethylforamide), N1C=NC=C1 (imidazole). The solvent is C(Cl)(Cl)Cl (chloroform), O (water). Run at time 18 hour. Product: [Si](C)(C)(C(C)(C)C)C([C@@H]1[C@H](C[C@@H](O1)N1C(NC(N(C1)C)=O)=O)O)O (1-(5-tert-butyldimethylsilyl-2-deoxy-β-D-ribofuranosyl)5,6-dihydro-5-methyl-s-triazine-2,4-(1H,3H)-dione). Isolated yield 82.5%. RXN SMILES: [C@@H:1]1([N:9]2[CH2:14][N:13]([CH3:15])[C:12](=[O:16])[NH:11][C:10]2=[O:17])[O:6][C@H:5]([CH2:7][OH:8])[C@@H:3]([OH:4])[CH2:2]1.CN(C)C=O.N1C=CN=C1.[Si:28](Cl)([C:31]([CH3:34])([CH3:33])[CH3:32])([CH3:30])[CH3:29]>O.C(Cl)(Cl)Cl>[Si:28]([CH:7]([OH:8])[C@H:5]1[O:6][C@@H:1]([N:9]2[CH2:14][N:13]([CH3:15])[C:12](=[O:16])[NH:11][C:10]2=[O:17])[CH2:2][C@@H:3]1[OH:4])([C:31]([CH3:34])([CH3:33])[CH3:32])([CH3:30])[CH3:29]. Procedure: A reaction mixture consisting of 12.25 gm. (0.050 mole) of 1-(2-deoxy-β-D-ribofuranosyl)-5,6-dihydro-5-methyl-s-triazine-2,4-(1H,3H)-dione, 50 ml. dimethylforamide, and 8.5 gm. (0.125 mole) of imidazole was warmed to 35° C. and stirred until the imidazole had dissolved. There was then added with continued stirring 7.55 gm. (0.050 mole) tert-butyldimethylsilyl chloride. Stirring was continued for 18 hours at 35° C. The solvent medium was then removed by evaporation under reduced pressure, and the... The reactants are ICC (Iodoethane), BrC1=CC(=C(C(=C1C1=C(C=C(C=C1)F)F)F)O)C=O (6-bromo-2,2′,4′-trifluoro-3-hydroxybiphenyl-4-carbaldehyde), C([O-])([O-])=O.[K+].[K+] (potassium carbonate), CN(C)C=O (DMF). Solvent: O (Water). Conditions: time 2 hour. Yields the product BrC1=CC(=C(C(=C1C1=C(C=C(C=C1)F)F)F)OCC)C=O (6-Bromo-3-ethoxy-2,2′,4′-trifluorobiphenyl-4-carbaldehyde). Isolated yield 90.5%. Reaction SMILES: I[CH2:2][CH3:3].[Br:4][C:5]1[C:10]([C:11]2[CH:16]=[CH:15][C:14]([F:17])=[CH:13][C:12]=2[F:18])=[C:9]([F:19])[C:8]([OH:20])=[C:7]([CH:21]=[O:22])[CH:6]=1.C(=O)([O-])[O-].[K+].[K+].CN(C=O)C>O>[Br:4][C:5]1[C:10]([C:11]2[CH:16]=[CH:15][C:14]([F:17])=[CH:13][C:12]=2[F:18])=[C:9]([F:19])[C:8]([O:20][CH2:2][CH3:3])=[C:7]([CH:21]=[O:22])[CH:6]=1 |f:2.3.4|. Reported procedure: Iodoethane (0.77 g) was added at room temperature to a mixture of 6-bromo-2,2′,4′-trifluoro-3-hydroxybiphenyl-4-carbaldehyde (1.09 g), potassium carbonate (0.91 g), and DMF (20 mL), and the mixture was stirred at 60 C for 2 hours in a nitrogen atmosphere. Water was added to the reaction mixture at room temperature, followed by extraction with ethyl acetate. The organic layer was separated, washed with water and saturated saline in this order, and dried over anhydrous magnesium sulfate, and then,...